The task is: describe an organic reaction: reactants, conditions, products, and yield. This data is from the Open Reaction Database (ORD), a public repository of structured organic reaction records. The reactants are C(C)(=O)OCC(=O)Cl (acetoxyacetyl chloride), COC1=C(/C=C/C(C2=CC(=C(C=C2)OC)N)S(=O)(=O)C(C2=CC(=C(C=C2)OC)N)\C=C\C2=C(C=C(C=C2OC)OC)OC)C(=CC(=C1)OC)OC ((E)-2,4,6-trimethoxystyryl-3-amino-4-methoxy benzylsulfone). Yields the product COC1=C(/C=C/C(C2=CC(=C(C=C2)OC)NC(COC(C)=O)=O)S(=O)(=O)C(C2=CC(=C(C=C2)OC)NC(COC(C)=O)=O)\C=C\C2=C(C=C(C=C2OC)OC)OC)C(=CC(=C1)OC)OC ((E)-2,4,6-trimethoxystyryl-3-(acetoxyacetamido)-4-methoxybenzylsulfone). The yield is 90.0%. Reaction SMILES: [C:1]([O:4][CH2:5][C:6](Cl)=[O:7])(=[O:3])[CH3:2].[CH3:9][O:10][C:11]1[CH:55]=[C:54]([O:56][CH3:57])[CH:53]=[C:52]([O:58][CH3:59])[C:12]=1/[CH:13]=[CH:14]/[CH:15]([S:25]([CH:28](/[CH:38]=[CH:39]/[C:40]1[C:45]([O:46][CH3:47])=[CH:44][C:43]([O:48][CH3:49])=[CH:42][C:41]=1[O:50][CH3:51])[C:29]1[CH:34]=[CH:33][C:32]([O:35][CH3:36])=[C:31]([NH2:37])[CH:30]=1)(=[O:27])=[O:26])[C:16]1[CH:21]=[CH:20][C:19]([O:22][CH3:23])=[C:18]([NH2:24])[CH:17]=1>>[CH3:59][O:58][C:52]1[CH:53]=[C:54]([O:56][CH3:57])[CH:55]=[C:11]([O:10][CH3:9])[C:12]=1/[CH:13]=[CH:14]/[CH:15]([S:25]([CH:28](/[CH:38]=[CH:39]/[C:40]1[C:41]([O:50][CH3:51])=[CH:42][C:43]([O:48][CH3:49])=[CH:44][C:45]=1[O:46][CH3:47])[C:29]1[CH:34]=[CH:33][C:32]([O:35][CH3:36])=[C:31]([NH:37][C:6](=[O:7])[CH2:5][O:4][C:1](=[O:3])[CH3:2])[CH:30]=1)(=[O:27])=[O:26])[C:16]1[CH:21]=[CH:20][C:19]([O:22][CH3:23])=[C:18]([NH:24][C:6](=[O:7])[CH2:5][O:4][C:1](=[O:3])[CH3:2])[CH:17]=1. Procedure details: A solution of acetoxyacetyl chloride (10 mmol) and (E)-2,4,6-trimethoxystyryl-3-amino-4-methoxy benzylsulfone (10 mmol) was reacted according to General Method A. The product obtained was purified column chromatography to give a 90% yield of the desired product. (m.p. 192-1 94° C.)